From a dataset of the Open Reaction Database (ORD), a public repository of structured organic reaction records. describe an organic reaction: reactants, conditions, products, and yield Yields the product C(C)(C)(C)NC(=O)C1=NC=C(C=N1)C1=CC=C(C=C1)[C@H](C)N1C(O[C@](CC1)(C1=CC=CC=C1)CC(C)(C)O)=O (N-tert-butyl-5-(4-((S)-1-((S)-6-(2-hydroxy-2-methylpropyl)-2-oxo-6-phenyl-1,3-oxazinan-3-yl)ethyl)phenyl)pyrimidine-2-carboxamide). As a reaction SMILES: [OH:1][C:2]([CH3:35])([CH3:34])[CH2:3][C@@:4]1([C:28]2[CH:33]=[CH:32][CH:31]=[CH:30][CH:29]=2)[O:9][C:8](=[O:10])[N:7]([C@H:11]([C:13]2[CH:18]=[CH:17][C:16](B3OC(C)(C)C(C)(C)O3)=[CH:15][CH:14]=2)[CH3:12])[CH2:6][CH2:5]1.Br[C:37]1[CH:38]=[N:39][C:40]([C:43]([NH:45][C:46]([CH3:49])([CH3:48])[CH3:47])=[O:44])=[N:41][CH:42]=1>>[C:46]([NH:45][C:43]([C:40]1[N:39]=[CH:38][C:37]([C:16]2[CH:15]=[CH:14][C:13]([C@@H:11]([N:7]3[CH2:6][CH2:5][C@:4]([CH2:3][C:2]([OH:1])([CH3:34])[CH3:35])([C:28]4[CH:33]=[CH:32][CH:31]=[CH:30][CH:29]=4)[O:9][C:8]3=[O:10])[CH3:12])=[CH:18][CH:17]=2)=[CH:42][N:41]=1)=[O:44])([CH3:49])([CH3:48])[CH3:47]. Procedure: The title compound was prepared from (S)-6-(2-hydroxy-2-methylpropyl)-6-phenyl-3-((S)-1-(4-(4,4,5,5-tetramethyl-1,3,2-dioxaborolan-2-yl)phenyl)-ethyl)-1,3-oxazinan-2-one and 5-bromo-N-tert-butylpyrimidine-2-carboxamide following a procedure analogous to that described in Example 1 Step 2. LC-MS Method 2 tR=1.287 min, m/z=531.3; 1H NMR (CDCl3) 1.11 (s, 3H), 1.18 (s, 3H), 1.49 (s, 9H), 1.54 (m, 3H), 2.04 (s, 1H), 2.11 (m, 2H), 2.21 (m, 2H), 2.34 (m, 1H), 2.78 (m, 1H), 5.67 (m, 1H), 7.06 (m, 2H), 7... The reactants are OC(C[C@@]1(CCN(C(O1)=O)[C@@H](C)C1=CC=C(C=C1)B1OC(C(O1)(C)C)(C)C)C1=CC=CC=C1)(C)C ((S)-6-(2-hydroxy-2-methylpropyl)-6-phenyl-3-((S)-1-(4-(4,4,5,5-tetramethyl-1,3,2-dioxaborolan-2-yl)phenyl)-ethyl)-1,3-oxazinan-2-one), BrC=1C=NC(=NC1)C(=O)NC(C)(C)C (5-bromo-N-tert-butylpyrimidine-2-carboxamide). Starting materials: C(C)(=O)O.C(C)(=O)O.O[C@H]1C[C@@H](CC2=CC[C@H]3[C@@H]4CC[C@H]([C@@H](CCCC(C)C)C)[C@]4(CC[C@@H]3[C@@]12C)C)O (1α-hydroxycholesterol diacetate), [OH-].[K+] (KOH), C(C)(=O)O (acetic acid), O (water). The solvent is C(C)OCC (diethyl ether), CO (methanol). The product is C(C)(=O)O[C@H]1C[C@@H](CC2=CC[C@H]3[C@@H]4CC[C@H]([C@@H](CCCC(C)C)C)[C@]4(CC[C@@H]3[C@@]12C)C)O (1α-acetoxycholesterol). Isolated yield 107.8%. RXN SMILES: [C:1]([OH:4])(=[O:3])[CH3:2].C(O)(=O)C.O[C@@H:10]1[C@@:34]2([CH3:35])[C:14](=[CH:15][CH2:16][C@@H:17]3[C@@H:33]2[CH2:32][CH2:31][C@@:30]2([CH3:36])[C@H:18]3[CH2:19][CH2:20][C@@H:21]2[C@H:22]([CH3:29])[CH2:23][CH2:24][CH2:25][CH:26]([CH3:28])[CH3:27])[CH2:13][C@@H:12]([OH:37])[CH2:11]1.[OH-].[K+].C(O)(=O)C.O>C(OCC)C.CO>[C:1]([O:4][C@@H:10]1[C@@:34]2([CH3:35])[C:14](=[CH:15][CH2:16][C@@H:17]3[C@@H:33]2[CH2:32][CH2:31][C@@:30]2([CH3:36])[C@H:18]3[CH2:19][CH2:20][C@@H:21]2[C@H:22]([CH3:29])[CH2:23][CH2:24][CH2:25][CH:26]([CH3:28])[CH3:27])[CH2:13][C@@H:12]([OH:37])[CH2:11]1)(=[O:3])[CH3:2] |f:0.1.2,3.4|. Procedure: A solution of 600 mg of 1α-hydroxycholesterol diacetate (16) in 1.6 ml of diethyl ether was cooled to ice-bath temperature and 1.6 ml of 0.1 N KOH in methanol was added slowly with stirring. After stirring for 2.5 hours, acetic acid (0.25 ml) and water was added, the mixture was extracted with ether (3×), combined extracts were dried (Na2SO4) and evaporated to dryness to give 0.55 g of 1α-acetoxycholesterol (17), homogeneous on tlc. nmr (CDCl3) δ5.55 (1H, broad, C-6), 5.00 (1H, m, C-1), 3.62 (1H... Starting materials: C(CCC)NC1=NC(=NC(=N1)P(OCC)(=O)OCC)P(OCC)(=O)OCC (Tetraethyl 2-n-butylamino-1,3,5-triazine-4,6-diphosphonate), C(C)NCC (diethylamine). Yields the product C(CCC)NC1=NC(=NC(=N1)N(CC)CC)P(OCC)(=O)OCC (diethyl 2-n-butylamino-4-diethylamino-1,3,5-triazine-6-phosphonate). Reaction SMILES: [CH2:1]([NH:5][C:6]1[N:11]=[C:10]([P:12]([O:17][CH2:18][CH3:19])(=[O:16])[O:13][CH2:14][CH3:15])[N:9]=[C:8](P(OCC)(=O)OCC)[N:7]=1)[CH2:2][CH2:3][CH3:4].[CH2:28]([NH:30][CH2:31][CH3:32])[CH3:29]>>[CH2:1]([NH:5][C:6]1[N:7]=[C:8]([N:30]([CH2:31][CH3:32])[CH2:28][CH3:29])[N:9]=[C:10]([P:12]([O:13][CH2:14][CH3:15])(=[O:16])[O:17][CH2:18][CH3:19])[N:11]=1)[CH2:2][CH2:3][CH3:4]. Reported procedure: Tetraethyl 2-n-butylamino-1,3,5-triazine-4,6-diphosphonate prepared as described in Example 17 was dissolved in excess diethylamine and heated at reflux (59°-60° C.) for 6 hours to produce diethyl 2-n-butylamino-4-diethylamino-1,3,5-triazine-6-phosphonate. Starting materials: C1(=CC=CC=C1)OC(NC=1C(=NC(=C(C1)CC)C)OC1=CC=CC=C1)=O (Phenyl-N-(5-ethyl-6-methyl-2-phenoxypyridin-3-yl)carbamate), C1(=CC(=CC(=C1)C)C)N1CCNCC1 (1-(3,5-xylyl)piperazine). Product: C(C)C=1C=C(C(=NC1C)OC1=CC=CC=C1)NC(=O)N1CCN(CC1)C1=CC(=CC(=C1)C)C (1-[(5-ethyl-6-methyl-2-phenoxypyridin-3-yl)aminocarbonyl]-4-(3,5-xylyl)piperazine). Yield: 78.0%. RXN SMILES: C1(O[C:8](=[O:26])[NH:9][C:10]2[C:11]([O:19][C:20]3[CH:25]=[CH:24][CH:23]=[CH:22][CH:21]=3)=[N:12][C:13]([CH3:18])=[C:14]([CH2:16][CH3:17])[CH:15]=2)C=CC=CC=1.[C:27]1([N:35]2[CH2:40][CH2:39][NH:38][CH2:37][CH2:36]2)[CH:32]=[C:31]([CH3:33])[CH:30]=[C:29]([CH3:34])[CH:28]=1>>[CH2:16]([C:14]1[CH:15]=[C:10]([NH:9][C:8]([N:38]2[CH2:39][CH2:40][N:35]([C:27]3[CH:32]=[C:31]([CH3:33])[CH:30]=[C:29]([CH3:34])[CH:28]=3)[CH2:36][CH2:37]2)=[O:26])[C:11]([O:19][C:20]2[CH:21]=[CH:22][CH:23]=[CH:24][CH:25]=2)=[N:12][C:13]=1[CH3:18])[CH3:17]. Reported procedure: Phenyl-N-(5-ethyl-6-methyl-2-phenoxypyridin-3-yl)carbamate and 1-(3,5-xylyl)piperazine were reacted by the same way with the example 1 to obtain the titled compound. Starting materials: CC1=CC=C(C=C1)C=1C(=CNC1)C#N (4-(4-methylphenyl)pyrrole-3-carbonitrile), [OH-].[Na+] (sodium hydroxide), CI (methyliodide). The reagents and catalysts are [I-].C(CCC)[N+](CCCC)(CCCC)CCCC (tetrabutylammonium iodide). The solvent is C1=CC=CC=C1 (benzene). Conditions: time 3 hour. Product: CN1C=C(C(=C1)C1=CC=C(C=C1)C)C#N (1-methyl-4-(4-methylphenyl)pyrrole-3-carbonitrile). Yield: 94.2%. As a reaction SMILES: [CH3:1][C:2]1[CH:7]=[CH:6][C:5]([C:8]2[C:9]([C:13]#[N:14])=[CH:10][NH:11][CH:12]=2)=[CH:4][CH:3]=1.[OH-].[Na+].[CH3:17]I>C1C=CC=CC=1.[I-].C([N+](CCCC)(CCCC)CCCC)CCC>[CH3:17][N:11]1[CH:12]=[C:8]([C:5]2[CH:4]=[CH:3][C:2]([CH3:1])=[CH:7][CH:6]=2)[C:9]([C:13]#[N:14])=[CH:10]1 |f:1.2,5.6|. Procedure: To a solution of 4-(4-methylphenyl)pyrrole-3-carbonitrile (2.0 g) in a mixture of benzene (40 ml) and aqueous sodium hydroxide solution (10 ml) was added methyliodide (1.56 g) and tetrabutylammonium iodide (4.06 g) in that order in an ice bath. The mixture was stirred for 3 hours at ambient temperature and extracted twice with diethyl ether. The combined organic layers were washed with aqueous hydrochloric acid and then water, dried, and concentrated in vacuo to yield 1-methyl-4-(4-methylphenyl)...